From a dataset of the Open Reaction Database (ORD), a public repository of structured organic reaction records. describe an organic reaction: reactants, conditions, products, and yield The reactants are COC(C[C@H](C1=CC=C(C=C1)NC(CC1=CC(=C(C=C1)NC(=O)NC1=C(C=CC=C1)C)OC)=O)N)=O ((R)-3-amino-3-(4-{3-methoxy-4-[3-(2-methylphenyl)ureido]-phenylacetylamino}phenyl)-propanoic acid methyl ester), C1(CCCC(=O)O1)=O (glutaric anhydride). Run in O1CCCC1 (tetrahydrofuran). Run at time 4 hour. Yields the product COC(C[C@H](C1=CC=C(C=C1)NC(CC1=CC(=C(C=C1)NC(=O)NC1=C(C=CC=C1)C)OC)=O)NC(CCCC(=O)O)=O)=O ((R)-3-(4-Carboxybutanoylamino)-3-(4-{3-methoxy-4-[3-(2-methylphenyl)ureido]phenylacetylamino}phenyl)-propanoic acid methyl ester). Yield: 108.2%. RXN SMILES: [CH3:1][O:2][C:3](=[O:36])[CH2:4][C@@H:5]([NH2:35])[C:6]1[CH:11]=[CH:10][C:9]([NH:12][C:13](=[O:34])[CH2:14][C:15]2[CH:20]=[CH:19][C:18]([NH:21][C:22]([NH:24][C:25]3[CH:30]=[CH:29][CH:28]=[CH:27][C:26]=3[CH3:31])=[O:23])=[C:17]([O:32][CH3:33])[CH:16]=2)=[CH:8][CH:7]=1.[C:37]1(=[O:44])[O:43][C:41](=[O:42])[CH2:40][CH2:39][CH2:38]1>O1CCCC1>[CH3:1][O:2][C:3](=[O:36])[CH2:4][C@@H:5]([NH:35][C:37](=[O:44])[CH2:38][CH2:39][CH2:40][C:41]([OH:43])=[O:42])[C:6]1[CH:7]=[CH:8][C:9]([NH:12][C:13](=[O:34])[CH2:14][C:15]2[CH:20]=[CH:19][C:18]([NH:21][C:22]([NH:24][C:25]3[CH:30]=[CH:29][CH:28]=[CH:27][C:26]=3[CH3:31])=[O:23])=[C:17]([O:32][CH3:33])[CH:16]=2)=[CH:10][CH:11]=1. Procedure: A stirred suspension of (R)-3-amino-3-(4-{3-methoxy-4-[3-(2-methylphenyl)ureido]-phenylacetylamino}phenyl)-propanoic acid methyl ester (0.75 g, Reference Example 30) in anhydrous tetrahydrofuran (25 ml), under an atmosphere of argon, was treated with glutaric anhydride (0.18 g). After stirring at ambient temperature for 4 hours the reaction mixture was evaporated to give the title compound (1.0 g) as a white solid. The reactants are BrB(Br)Br, ClCCl, CCOC(=O)COc1cccc(CO)c1. Product: CCOC(=O)COc1cccc(CBr)c1. Reaction SMILES: [B:16]([Br:17])([Br:18])[Br:19].[Cl:20][CH2:21][Cl:22].[OH:1][CH2:2][c:3]1[cH:4][c:5]([O:9][CH2:10][C:11](=[O:12])[O:13][CH2:14][CH3:15])[cH:6][cH:7][cH:8]1>>[CH2:2]([c:3]1[cH:4][c:5]([O:9][CH2:10][C:11](=[O:12])[O:13][CH2:14][CH3:15])[cH:6][cH:7][cH:8]1)[Br:17]. Starting materials: [N+](=O)([O-])C1=CC=C(C=C1)S(=O)(=O)N (4-nitrobenzenesulfonamide), COC(=O)N=C=O (methoxycarbonyl isocyanate). Reagents/catalysts: N1=CC=CC=C1 (pyridine). The solvent is C1(=CC=CC=C1)C (toluene). The product is [N+](=O)([O-])C1=CC=C(C=C1)S(=O)(=O)NC(=O)NC(=O)OC (1-(4'-nitrobenzenesulfonyl)-3-methoxycarbonyl urea). The yield is 79.1%. RXN SMILES: [N+:1]([C:4]1[CH:9]=[CH:8][C:7]([S:10]([NH2:13])(=[O:12])=[O:11])=[CH:6][CH:5]=1)([O-:3])=[O:2].[CH3:14][O:15][C:16]([N:18]=[C:19]=[O:20])=[O:17]>C1(C)C=CC=CC=1.N1C=CC=CC=1>[N+:1]([C:4]1[CH:5]=[CH:6][C:7]([S:10]([NH:13][C:19]([NH:18][C:16]([O:15][CH3:14])=[O:17])=[O:20])(=[O:11])=[O:12])=[CH:8][CH:9]=1)([O-:3])=[O:2]. Procedure details: To 4-nitrobenzenesulfonamide (2.1 grams, 0.01 mole) in 100 milliliters dry toluene was added 1.2 grams (0.012 mole) methoxycarbonyl isocyanate. Three drops of pyridine were added. The mixture was refluxed for four hours. After cooling the precipitate was filtered off and washed with toluene. The solid material was dried. There was obtained 2.4 grams of the title compound, m.p. 150°-158° C. The reactants are C=O, Cl, [K+], [OH-], O, O=c1cc[nH]c(=O)[nH]1. The product is O=c1[nH]cc(CO)c(=O)[nH]1. Reaction SMILES: [CH2:9]=[O:10].[ClH:13].[K+:12].[OH-:11].[OH2:14].[nH:1]1[c:2](=[O:3])[nH:4][c:5](=[O:6])[cH:7][cH:8]1>>[nH:1]1[c:2](=[O:3])[nH:4][c:5](=[O:6])[c:7]([CH2:9][OH:10])[cH:8]1. The reactants are COC(=O)C1=C(N(C(=C1)C=1C(=NC(=NC1)OC)OC)C(C)C)C(O)C1=CC(=C(C=C1)C#N)F (2-[(4-cyano-3-fluoro-phenyl)-hydroxy-methyl]-5-(2,4-dimethoxy-pyrimidin-5-yl)-1-isopropyl-1H-pyrrole-3-carboxylic acid methyl ester), ClC=1C=C(N)C=CC1F (3-chloro-4-fluoroaniline), NC=1C=C(C(N(C1)C)=O)Cl (5-amino-3-chloro-1-methyl-1H-pyridin-2-one), C(C)OC(=O)C1=C(N(C=C1)C(C)C)C(O)C1=CC=C(C=C1)C#N (2-[(4-cyano-phenyl)-hydroxy-methyl]-1-isopropyl-1H-pyrrole-3-carboxylic acid ethyl ester). Product: COC(=O)C1=C(N(C(=C1)C=1C(=NC(=NC1)OC)OC)C(C)C)C(C1=CC(=C(C=C1)C#N)F)NC1=CN(C(C(=C1)Cl)=O)C (2-[(5-Chloro-1-methyl-6-oxo-1,6-dihydro-pyridin-3-ylamino)-(4-cyano-3-fluoro-phenyl)-methyl]-5-(2,4-dimethoxy-pyrimidin-5-yl)-1-isopropyl-1H-pyrrole-3-carboxylic acid methyl ester). RXN SMILES: [CH3:1][O:2][C:3]([C:5]1[CH:9]=[C:8]([C:10]2[C:11]([O:18][CH3:19])=[N:12][C:13]([O:16][CH3:17])=[N:14][CH:15]=2)[N:7]([CH:20]([CH3:22])[CH3:21])[C:6]=1[CH:23]([C:25]1[CH:30]=[CH:29][C:28]([C:31]#[N:32])=[C:27]([F:33])[CH:26]=1)O)=[O:4].[NH2:34][C:35]1[CH:36]=[C:37]([Cl:43])[C:38](=[O:42])[N:39]([CH3:41])[CH:40]=1.C(OC(C1C=CN(C(C)C)C=1C(C1C=CC(C#N)=CC=1)O)=O)C.ClC1C=C(C=CC=1F)N>>[CH3:1][O:2][C:3]([C:5]1[CH:9]=[C:8]([C:10]2[C:11]([O:18][CH3:19])=[N:12][C:13]([O:16][CH3:17])=[N:14][CH:15]=2)[N:7]([CH:20]([CH3:22])[CH3:21])[C:6]=1[CH:23]([NH:34][C:35]1[CH:36]=[C:37]([Cl:43])[C:38](=[O:42])[N:39]([CH3:41])[CH:40]=1)[C:25]1[CH:30]=[CH:29][C:28]([C:31]#[N:32])=[C:27]([F:33])[CH:26]=1)=[O:4]. Reported procedure: The title compound was prepared in analogy to the procedures described for Step H2 and Step H3 but 2-[(4-cyano-3-fluoro-phenyl)-hydroxy-methyl]-5-(2,4-dimethoxy-pyrimidin-5-yl)-1-isopropyl-1H-pyrrole-3-carboxylic acid methyl ester (Step 195.2) and 5-amino-3-chloro-1-methyl-1H-pyridin-2-one (Step E5) were used instead of 2-[(4-cyano-phenyl)-hydroxy-methyl]-1-isopropyl-1H-pyrrole-3-carboxylic acid ethyl ester and 3-chloro-4-fluoroaniline respectively. The title compound was obtained as a blue soli... Reactants: OC(CC[C@H]1[C@H](CN(CC1)CC#CC1=C(C=CC(=C1)F)F)C(=O)OC)C1=CC=NC2=CC=C(C=C12)OC (methyl (3R,4R)-4-[3-(R,S)-hydroxy-3-(6-methoxyquinolin-4-yl)propyl]-1-[3-(2,5-difluorophenyl)prop-2-ynyl]piperidine-3-carboxylate), [OH-].[Na+] (sodium hydroxide). Solvent: O1CCOCC1 (dioxane), CCCCC.C(C)(C)OC(C)C (pentane diisopropyl ether). Run at temperature 60 celsius, time 17 hour. Product: OC(CC[C@H]1[C@H](CN(CC1)CC#CC1=C(C=CC(=C1)F)F)C(=O)O)C1=CC=NC2=CC=C(C=C12)OC ((3R,4R)-4-[3-(R,S)-hydroxy-3-(6-methoxyquinolin-4-yl)propyl]-1-[3-(2,5-difluorophenyl)prop-2-ynyl]piperidine-3-carboxylic acid). Isolated yield 46.1%. Reaction SMILES: [OH:1][CH:2]([C:26]1[C:35]2[C:30](=[CH:31][CH:32]=[C:33]([O:36][CH3:37])[CH:34]=2)[N:29]=[CH:28][CH:27]=1)[CH2:3][CH2:4][C@@H:5]1[CH2:10][CH2:9][N:8]([CH2:11][C:12]#[C:13][C:14]2[CH:19]=[C:18]([F:20])[CH:17]=[CH:16][C:15]=2[F:21])[CH2:7][C@@H:6]1[C:22]([O:24]C)=[O:23].[OH-].[Na+]>O1CCOCC1.CCCCC.C(OC(C)C)(C)C>[OH:1][CH:2]([C:26]1[C:35]2[C:30](=[CH:31][CH:32]=[C:33]([O:36][CH3:37])[CH:34]=2)[N:29]=[CH:28][CH:27]=1)[CH2:3][CH2:4][C@@H:5]1[CH2:10][CH2:9][N:8]([CH2:11][C:12]#[C:13][C:14]2[CH:19]=[C:18]([F:20])[CH:17]=[CH:16][C:15]=2[F:21])[CH2:7][C@@H:6]1[C:22]([OH:24])=[O:23] |f:1.2,4.5|. Procedure: A mixture of 0.874 g of methyl (3R,4R)-4-[3-(R,S)-hydroxy-3-(6-methoxyquinolin-4-yl)propyl]-1-[3-(2,5-difluorophenyl)prop-2-ynyl]piperidine-3-carboxylate in 8.8 cm3 of dioxane to which had been added 1.37 cm3 of 5N aqueous sodium hydroxide solution was stirred for 17 hours at a temperature in the region of 60° C. After cooling to approximately 20° C., the reaction mixture was evaporated under reduced pressure (5 kPa) at a temperature in the region of 40° C. An oil was obtained, which product was... Reactants: CC(C)(C)C(=O)Cl, Cn1ccc2c(=O)[nH]c(N)nc21, O, c1ccncc1. The product is Cn1ccc2c(=O)[nH]c(NC(=O)C(C)(C)C)nc21. RXN SMILES: [C:13]([C:14]([CH3:15])([CH3:16])[CH3:17])(=[O:18])[Cl:19].[NH2:1][c:2]1[nH:3][c:4](=[O:12])[c:5]2[c:6]([n:7]1)[n:8]([CH3:11])[cH:9][cH:10]2.[OH2:26].[cH:20]1[cH:21][cH:22][n:23][cH:24][cH:25]1>>[NH:1]([c:2]1[nH:3][c:4](=[O:12])[c:5]2[c:6]([n:7]1)[n:8]([CH3:11])[cH:9][cH:10]2)[C:13]([C:14]([CH3:15])([CH3:16])[CH3:17])=[O:18]. Starting materials: C(C)[S-].[Na+] (sodium ethanethiolate), ClC=1C(=NC=CC1)C(=O)NC1=CC=C(C=C1)C(F)(F)F (3-chloro-N-(4-trifluoromethylphenyl)picolinamide), CN(C)C=O (DMF). Solvent: O (water). Run at temperature 60 celsius, time 2 hour. Yields the product C(C)SC=1C(=NC=CC1)C(=O)NC1=CC=C(C=C1)C(F)(F)F (3-ethylsulfanyl-N-(4-trifluoromethylphenyl)picolinamide). Yield: 97.8%. Reaction SMILES: [CH2:1]([S-:3])[CH3:2].[Na+].Cl[C:6]1[C:7]([C:12]([NH:14][C:15]2[CH:20]=[CH:19][C:18]([C:21]([F:24])([F:23])[F:22])=[CH:17][CH:16]=2)=[O:13])=[N:8][CH:9]=[CH:10][CH:11]=1.CN(C=O)C>O>[CH2:1]([S:3][C:6]1[C:7]([C:12]([NH:14][C:15]2[CH:20]=[CH:19][C:18]([C:21]([F:23])([F:24])[F:22])=[CH:17][CH:16]=2)=[O:13])=[N:8][CH:9]=[CH:10][CH:11]=1)[CH3:2] |f:0.1|. Procedure details: 0.91 g of sodium ethanethiolate was added to a mixture of 1.29 g of 3-chloro-N-(4-trifluoromethylphenyl)picolinamide and 3 mL of DMF, and the mixture was stirred at 60° C. for 2 hours. The reaction mixture cooled to room temperature was poured to water, and the precipitated solid was taken by filtration. The resulting solid was dissolved in ethyl acetate, and the mixture was extracted with water and ethyl acetate. The organic layer was dried over anhydrous sodium sulfate and then concentrated un... The reactants are [Al+3], [H-], [H-], [H-], [H-], [Li+], [N-]=[N+]=NCc1cccc2c1OCC2, [Na+], C1CCOC1, [OH-], O. Product: NCc1cccc2c1OCC2. Reaction SMILES: [Al+3:15].[H-:14].[H-:17].[H-:18].[H-:19].[Li+:16].[N:1](=[N+:2]=[N-:3])[CH2:4][c:5]1[cH:6][cH:7][cH:8][c:9]2[c:13]1[O:12][CH2:11][CH2:10]2.[Na+:22].[O:23]1[CH2:24][CH2:25][CH2:26][CH2:27]1.[OH-:21].[OH2:20]>>[NH2:1][CH2:4][c:5]1[cH:6][cH:7][cH:8][c:9]2[c:13]1[O:12][CH2:11][CH2:10]2.